From a dataset of the Open Reaction Database (ORD), a public repository of structured organic reaction records. describe an organic reaction: reactants, conditions, products, and yield Starting materials: Br (HBr), C(C1=CC=CC=C1)OC(=O)N1CCN(CC1)C1=CC=C(C(=N1)N1CCC(CC1)C)[N+](=O)[O-] (4-(4-methyl-3′-nitro-3,4,5,6-tetrahydro-2H-[1,2′]bipyridinyl-6′-yl)-piperazine-1-carboxylic acid benzyl ester), CCOCC (Et2O). The solvent is CC(=O)O (HOAc), CC(=O)O (HOAc). Run at temperature 60 celsius, time 5 hour. Yields the product Br.Br.CC1CCN(CC1)C1=NC(=CC=C1[N+](=O)[O-])N1CCNCC1 (4-Methyl-3′-nitro-6′-piperazin-1-yl-3,4,5,6-tetrahydro-2H-[1,2′]bipyridinyl dihydrobromide). Isolated yield 77.0%. As a reaction SMILES: C(OC([N:11]1[CH2:16][CH2:15][N:14]([C:17]2[N:22]=[C:21]([N:23]3[CH2:28][CH2:27][CH:26]([CH3:29])[CH2:25][CH2:24]3)[C:20]([N+:30]([O-:32])=[O:31])=[CH:19][CH:18]=2)[CH2:13][CH2:12]1)=O)C1C=CC=CC=1.[BrH:33].CCOCC>CC(O)=O>[BrH:33].[BrH:33].[CH3:29][CH:26]1[CH2:27][CH2:28][N:23]([C:21]2[C:20]([N+:30]([O-:32])=[O:31])=[CH:19][CH:18]=[C:17]([N:14]3[CH2:15][CH2:16][NH:11][CH2:12][CH2:13]3)[N:22]=2)[CH2:24][CH2:25]1 |f:4.5.6|. Reported procedure: A solution of 4-(4-methyl-3′-nitro-3,4,5,6-tetrahydro-2H-[1,2′]bipyridinyl-6′-yl)-piperazine-1-carboxylic acid benzyl ester (as prepared in the previous step, 3.2 g, 7.3 mmol) in HOAc (50 mL) was treated with 30% HBr in HOAc (7.3 mL, 1 mL/mmol benzyl ester) and heated to 60° C. for 1 h. The reaction was cooled to room temperature and allowed to stir for 5 h, after which time Et2O was added to the reaction while stirring. The bright yellow precipitate was filtered and washed with Et2O to afford t... Reactants: O=C1C2=C(N=CN2C)N(C(=O)N1CCCCC(=O)C)C, [Zn].O=S(O)CF. The reagents and catalysts are OOC(C)(C)C. The solvent is O, FC=1C(F)=C(F)C(=C(F)C1F)C(F)(F)F. Conditions: temperature 50 celsius, time 18 hour. Product: O=C1C2=C(N=C(N2C)CF)N(C(=O)N1CCCCC(=O)C)C. The yield is 75.0%. Starting materials: C(C)(C)[Si](OC[C@H]1[C@H](C[C@@H](C1)NC(C1=CC=CC=C1)(C1=CC=CC=C1)C1=CC=CC=C1)O)(C(C)C)C(C)C ((1S,2S,4R)-2-{[(triisopropylsilyl)oxy]methyl}-4-(tritylamino)cyclopentanol), C1CCOC1 (THF), [F-].C(CCC)[N+](CCCC)(CCCC)CCCC (tetrabutylammonium fluoride). The solvent is C(C)(=O)OCC.CCCCCCC (ethyl acetate heptane). Conditions: time 3 hour. Product: OC[C@H]1[C@H](C[C@@H](C1)NC(C1=CC=CC=C1)(C1=CC=CC=C1)C1=CC=CC=C1)O ((1S,2S,4R)-2-(hydroxymethyl)-4-(tritylamino)cyclopentanol). The yield is 344.0%. As a reaction SMILES: C([Si](C(C)C)(C(C)C)[O:5][CH2:6][C@@H:7]1[CH2:11][C@@H:10]([NH:12][C:13]([C:26]2[CH:31]=[CH:30][CH:29]=[CH:28][CH:27]=2)([C:20]2[CH:25]=[CH:24][CH:23]=[CH:22][CH:21]=2)[C:14]2[CH:19]=[CH:18][CH:17]=[CH:16][CH:15]=2)[CH2:9][C@@H:8]1[OH:32])(C)C.C1COCC1.[F-].C([N+](CCCC)(CCCC)CCCC)CCC>C(OCC)(=O)C.CCCCCCC>[OH:5][CH2:6][C@@H:7]1[CH2:11][C@@H:10]([NH:12][C:13]([C:14]2[CH:19]=[CH:18][CH:17]=[CH:16][CH:15]=2)([C:20]2[CH:21]=[CH:22][CH:23]=[CH:24][CH:25]=2)[C:26]2[CH:31]=[CH:30][CH:29]=[CH:28][CH:27]=2)[CH2:9][C@@H:8]1[OH:32] |f:2.3,4.5|. Reported procedure: A reactor was charged with (1S,2S,4R)-2-{[(triisopropylsilyl)oxy]methyl}-4-(tritylamino)cyclopentanol (2.94 kg total, ˜1.6 kg assumed pure material, 3.02 mol). The reactor was charged with THF (6 L) and agitation started. While maintaining the temperature less than 25° C., tetrabutylammonium fluoride (1M solution in THF, 3.02 L, 3.0 mol) was added. The reaction mixture was allowed to stir at 20° C. to 22° C., for 3 hours. TLC (50% ethyl acetate/heptane, UV visualization) confirmed a complete con...